The task is: describe an organic reaction: reactants, conditions, products, and yield. This data is from the Open Reaction Database (ORD), a public repository of structured organic reaction records. Procedure: In analogy to the procedure described in example 5 f], (6-hydroxy-indol-1-yl)-acetic acid ethyl ester (example 6 b]) was reacted with [6-(4-trifluoromethoxy-phenyl)-4-trifluoromethyl-pyridin-3-yl]-methanol in the presence of tributylphosphine and N,N,N′,N′-tetramethyl azodicarboxamide to yield the title compound as colorless foam. RXN SMILES: [CH2:1]([O:3][C:4](=[O:16])[CH2:5][N:6]1[C:14]2[C:9](=[CH:10][CH:11]=[C:12]([OH:15])[CH:13]=2)[CH:8]=[CH:7]1)[CH3:2].[F:17][C:18]([F:39])([F:38])[O:19][C:20]1[CH:25]=[CH:24][C:23]([C:26]2[N:31]=[CH:30][C:29]([CH2:32]O)=[C:28]([C:34]([F:37])([F:36])[F:35])[CH:27]=2)=[CH:22][CH:21]=1.C(P(CCCC)CCCC)CCC.CN(C)C(N=NC(N(C)C)=O)=O>>[CH2:1]([O:3][C:4](=[O:16])[CH2:5][N:6]1[C:14]2[C:9](=[CH:10][CH:11]=[C:12]([O:15][CH2:32][C:29]3[CH:30]=[N:31][C:26]([C:23]4[CH:22]=[CH:21][C:20]([O:19][C:18]([F:38])([F:17])[F:39])=[CH:25][CH:24]=4)=[CH:27][C:28]=3[C:34]([F:37])([F:35])[F:36])[CH:13]=2)[CH:8]=[CH:7]1)[CH3:2]. Yields the product C(C)OC(CN1C=CC2=CC=C(C=C12)OCC=1C=NC(=CC1C(F)(F)F)C1=CC=C(C=C1)OC(F)(F)F)=O ({6-[6-(4-Trifluoromethoxy-phenyl)-4-trifluoromethyl-pyridin-3-ylmethoxy]-indol-1-yl}-acetic acid ethyl ester). Starting materials: FC(OC1=CC=C(C=C1)C1=CC(=C(C=N1)CO)C(F)(F)F)(F)F ([6-(4-trifluoromethoxy-phenyl)-4-trifluoromethyl-pyridin-3-yl]-methanol), C(CCC)P(CCCC)CCCC (tributylphosphine), CN(C(=O)N=NC(=O)N(C)C)C (N,N,N′,N′-tetramethyl azodicarboxamide), C(C)OC(CN1C=CC2=CC=C(C=C12)O)=O ((6-hydroxy-indol-1-yl)-acetic acid ethyl ester).